From a dataset of the Open Reaction Database (ORD), a public repository of structured organic reaction records. describe an organic reaction: reactants, conditions, products, and yield The reactants are CCO, [Na+], [OH-], O, OO, N#Cc1ccc(N2CCN(c3ccncc3)CC2)cc1. Product: NC(=O)c1ccc(N2CCN(c3ccncc3)CC2)cc1. RXN SMILES: [CH3:26][CH2:27][OH:28].[Na+:2].[OH-:1].[OH2:25].[OH:23][OH:24].[n:3]1[cH:4][cH:5][c:6]([N:9]2[CH2:10][CH2:11][N:12]([c:15]3[cH:16][cH:17][c:18]([C:19]#[N:20])[cH:21][cH:22]3)[CH2:13][CH2:14]2)[cH:7][cH:8]1>>[O:1]=[C:19]([c:18]1[cH:17][cH:16][c:15]([N:12]2[CH2:11][CH2:10][N:9]([c:6]3[cH:5][cH:4][n:3][cH:8][cH:7]3)[CH2:14][CH2:13]2)[cH:22][cH:21]1)[NH2:20]. Reactants: COC(=O)c1ccc(Cl)c(NC(=O)COCc2ccccc2)c1, COc1ccc(P2(=S)SP(=S)(c3ccc(OC)cc3)S2)cc1, Cc1ccccc1. The product is COC(=O)c1ccc(Cl)c(NC(=S)COCc2ccccc2)c1. RXN SMILES: [CH3:1][O:2][C:3]([c:4]1[cH:5][c:6]([NH:11][C:12]([CH2:13][O:14][CH2:15][c:16]2[cH:17][cH:18][cH:19][cH:20][cH:21]2)=[O:22])[c:7]([Cl:10])[cH:8][cH:9]1)=[O:23].[CH3:24][O:25][c:26]1[cH:27][cH:28][c:29]([P:30]2(=[S:33])[S:31][P:32]([c:34]3[cH:35][cH:36][c:37]([O:38][CH3:39])[cH:40][cH:41]3)(=[S:42])[S:43]2)[cH:44][cH:45]1.[CH3:46][c:47]1[cH:48][cH:49][cH:50][cH:51][cH:52]1>>[CH3:1][O:2][C:3]([c:4]1[cH:5][c:6]([NH:11][C:12]([CH2:13][O:14][CH2:15][c:16]2[cH:17][cH:18][cH:19][cH:20][cH:21]2)=[S:33])[c:7]([Cl:10])[cH:8][cH:9]1)=[O:23]. Starting materials: C(C)(=O)NC=1C=C(C=CC1)NC1=NC=C(C(=N1)NCC1CN(CCC1)C(=O)OCC1=CC=CC=C1)C(N)=O (benzyl 3-((2-(3-acetamidophenylamino)-5-carbamoylpyrimidin-4-ylamino)methyl)piperidine-1-carboxylate), Cl (HCl). Reagents/catalysts: [Pd] (Pd—C). Run in CO (MeOH). Reaction conditions: time 18 hour. The product is C(C)(=O)NC=1C=C(C=CC1)NC1=NC=C(C(=N1)NCC1CNCCC1)C(=O)N (2-(3-acetamidophenylamino)-4-(piperidin-3-ylmethylamino)pyrimidine-5-carboxamide). Yield: 86.9%. As a reaction SMILES: [C:1]([NH:4][C:5]1[CH:6]=[C:7]([NH:11][C:12]2[N:17]=[C:16]([NH:18][CH2:19][CH:20]3[CH2:25][CH2:24][CH2:23][N:22](C(OCC4C=CC=CC=4)=O)[CH2:21]3)[C:15]([C:36](=[O:38])[NH2:37])=[CH:14][N:13]=2)[CH:8]=[CH:9][CH:10]=1)(=[O:3])[CH3:2].Cl>CO.[Pd]>[C:1]([NH:4][C:5]1[CH:6]=[C:7]([NH:11][C:12]2[N:17]=[C:16]([NH:18][CH2:19][CH:20]3[CH2:25][CH2:24][CH2:23][NH:22][CH2:21]3)[C:15]([C:36]([NH2:37])=[O:38])=[CH:14][N:13]=2)[CH:8]=[CH:9][CH:10]=1)(=[O:3])[CH3:2]. Procedure details: A mixture of benzyl 3-((2-(3-acetamidophenylamino)-5-carbamoylpyrimidin-4-ylamino)methyl)piperidine-1-carboxylate (340 mg, 0.657 mmol) and Pd—C (10%, 52 mg) in MeOH (10 mL) containing 5 drops of aq. 6N HCl was hydrogenated under balloon H2 for 18 h. It was then filtered through celite. The filtrate was concentrated in vacuo to give the titled compound (219 mg). MS 384.4 (M+H); UV 246.7 nm. Reactants: [Al+3], COC(=O)c1ccc2c(c1)c(-c1cccc(F)c1)nn2C(c1ccccc1)(c1ccccc1)c1ccccc1, [H-], [H-], [H-], [H-], [Li+], [Na+], [Na+], O=S(=O)([O-])[O-], C1CCOC1. Product: OCc1ccc2c(c1)c(-c1cccc(F)c1)nn2C(c1ccccc1)(c1ccccc1)c1ccccc1. RXN SMILES: [Al+3:41].[F:1][c:2]1[cH:3][c:4](-[c:8]2[n:9][n:10]([C:21]([c:22]3[cH:23][cH:24][cH:25][cH:26][cH:27]3)([c:28]3[cH:29][cH:30][cH:31][cH:32][cH:33]3)[c:34]3[cH:35][cH:36][cH:37][cH:38][cH:39]3)[c:11]3[cH:12][cH:13][c:14]([C:17](=[O:18])[O:19][CH3:20])[cH:15][c:16]23)[cH:5][cH:6][cH:7]1.[H-:40].[H-:43].[H-:44].[H-:45].[Li+:42].[Na+:46].[Na+:47].[O-:48][S:49](=[O:50])(=[O:51])[O-:52].[O:53]1[CH2:54][CH2:55][CH2:56][CH2:57]1>>[F:1][c:2]1[cH:3][c:4](-[c:8]2[n:9][n:10]([C:21]([c:22]3[cH:23][cH:24][cH:25][cH:26][cH:27]3)([c:28]3[cH:29][cH:30][cH:31][cH:32][cH:33]3)[c:34]3[cH:35][cH:36][cH:37][cH:38][cH:39]3)[c:11]3[cH:12][cH:13][c:14]([CH2:17][OH:18])[cH:15][c:16]23)[cH:5][cH:6][cH:7]1.